From a dataset of the Open Reaction Database (ORD), a public repository of structured organic reaction records. describe an organic reaction: reactants, conditions, products, and yield Reactants: Br, CC(C)(C)NC(=S)NC1CCN(Cc2ccccc2)CC1, CCOCC, CC(=O)O. The product is Br, NC(=S)NC1CCN(Cc2ccccc2)CC1. Reaction SMILES: [BrH:22].[CH2:1]([c:2]1[cH:3][cH:4][cH:5][cH:6][cH:7]1)[N:8]1[CH2:9][CH2:10][CH:11]([NH:14][C:15](=[S:16])[NH:17][C:18]([CH3:19])([CH3:20])[CH3:21])[CH2:12][CH2:13]1.[CH2:23]([O:24][CH2:25][CH3:26])[CH3:27].[CH3:28][C:29](=[O:30])[OH:31]>>[BrH:22].[CH2:1]([c:2]1[cH:3][cH:4][cH:5][cH:6][cH:7]1)[N:8]1[CH2:9][CH2:10][CH:11]([NH:14][C:15](=[S:16])[NH2:17])[CH2:12][CH2:13]1. The reactants are N, COC(=O)N1CCCC2(CO2)C1. Yields the product COC(=O)N1CCCC(O)(CN)C1. Reaction SMILES: [NH3:13].[O:1]1[CH2:2][C:3]12[CH2:4][N:5]([C:9](=[O:10])[O:11][CH3:12])[CH2:6][CH2:7][CH2:8]2>>[OH:1][C:3]1([CH2:2][NH2:13])[CH2:4][N:5]([C:9](=[O:10])[O:11][CH3:12])[CH2:6][CH2:7][CH2:8]1.